From a dataset of the Open Reaction Database (ORD), a public repository of structured organic reaction records. describe an organic reaction: reactants, conditions, products, and yield The yield is 60.0%. Reaction conditions: temperature 35 celsius, time 8 hour. Procedure details: Methyl 2-(1-(benzyloxycarbonyl)azetidin-3-yl)benzo[d]oxazole-7-carboxylate (280 mg, 0.76 mmol) was added to ammonia water (10 ml) and the mixture was stirred at 35° C. for overnight. Then the solid was filtered. 160 mg of benzyl 3-(7-carbamoylbenzo[d]oxazol-2-yl)azetidine-1-carboxylate was obtained, yield 60%. LC-MS (ESI) m/z: 352 (M+1)+. (M+1)+, Yields the product C(N)(=O)C1=CC=CC=2N=C(OC21)C2CN(C2)C(=O)OCC2=CC=CC=C2 (benzyl 3-(7-carbamoylbenzo[d]oxazol-2-yl)azetidine-1-carboxylate). As a reaction SMILES: [CH2:1]([O:8][C:9]([N:11]1[CH2:14][CH:13]([C:15]2[O:16][C:17]3[C:23]([C:24]([O:26]C)=O)=[CH:22][CH:21]=[CH:20][C:18]=3[N:19]=2)[CH2:12]1)=[O:10])[C:2]1[CH:7]=[CH:6][CH:5]=[CH:4][CH:3]=1.O.[NH3:29]>>[C:24]([C:23]1[C:17]2[O:16][C:15]([CH:13]3[CH2:14][N:11]([C:9]([O:8][CH2:1][C:2]4[CH:7]=[CH:6][CH:5]=[CH:4][CH:3]=4)=[O:10])[CH2:12]3)=[N:19][C:18]=2[CH:20]=[CH:21][CH:22]=1)(=[O:26])[NH2:29] |f:1.2|. Starting materials: C(C1=CC=CC=C1)OC(=O)N1CC(C1)C=1OC2=C(N1)C=CC=C2C(=O)OC (Methyl 2-(1-(benzyloxycarbonyl)azetidin-3-yl)benzo[d]oxazole-7-carboxylate), O.N (ammonia water). Starting materials: O=C([O-])[O-], C=CCI, O=c1ccc2c(cc(F)c[n+]2[O-])[nH]1, [K+], [K+], CN(C)C=O. Yields the product C=CCn1c(=O)ccc2c1cc(F)c[n+]2[O-]. As a reaction SMILES: [C:14](=[O:15])([O-:16])[O-:17].[CH2:20]([CH:21]=[CH2:22])[I:23].[F:1][c:2]1[cH:3][n+:4]([O-:13])[c:5]2[cH:6][cH:7][c:8](=[O:12])[nH:9][c:10]2[cH:11]1.[K+:18].[K+:19].[O:24]=[CH:25][N:26]([CH3:27])[CH3:28]>>[F:1][c:2]1[cH:3][n+:4]([O-:13])[c:5]2[cH:6][cH:7][c:8](=[O:12])[n:9]([CH2:22][CH:21]=[CH2:20])[c:10]2[cH:11]1. Reactants: CCOC(=O)c1ccc(-c2c(F)c(OC)cc(OC)c2Cl)c2nccnc12, C[Al](C)C, ClCCl, Nc1ccc(CN2CCNC(=O)C2)cn1, [Na+], O=C([O-])O. The product is COc1cc(OC)c(Cl)c(-c2ccc(C(=O)Nc3ccc(CN4CCNC(=O)C4)cn3)c3nccnc23)c1F. Reaction SMILES: [CH2:1]([O:2][C:4](=[O:5])[c:6]1[c:7]2[n:8][cH:9][cH:10][n:11][c:12]2[c:13](-[c:16]2[c:17]([Cl:27])[c:18]([O:25][CH3:26])[cH:19][c:20]([O:23][CH3:24])[c:21]2[F:22])[cH:14][cH:15]1)[CH3:3].[CH3:43][Al:44]([CH3:45])[CH3:46].[Cl:52][CH2:53][Cl:54].[NH2:28][c:29]1[cH:30][cH:31][c:32]([CH2:35][N:36]2[CH2:37][C:38](=[O:42])[NH:39][CH2:40][CH2:41]2)[cH:33][n:34]1.[Na+:51].[O-:47][C:48]([OH:49])=[O:50]>>[C:4](=[O:5])([c:6]1[c:7]2[n:8][cH:9][cH:10][n:11][c:12]2[c:13](-[c:16]2[c:17]([Cl:27])[c:18]([O:25][CH3:26])[cH:19][c:20]([O:23][CH3:24])[c:21]2[F:22])[cH:14][cH:15]1)[NH:28][c:29]1[cH:30][cH:31][c:32]([CH2:35][N:36]2[CH2:37][C:38](=[O:42])[NH:39][CH2:40][CH2:41]2)[cH:33][n:34]1. The reactants are NC1=C(C(=NN1C(CCCC1=CC=CC=C1)C(C)O)C)C(=O)N (5-amino-1-[1-(1-hydroxy-ethyl)-4-phenyl-butyl]-3-methyl-1H-pyrazole-4-carboxamide), C1OC=2C=C(C=CC2O1)CC(=O)OC (methyl 3,4-methylenedioxyphenylacetate), CC(C)([O-])C.[K+] (potassium tert-butoxide), C(O)([O-])=O.[Na+] (sodium hydrogen carbonate). Solvent: ClCCl (dichloromethane). Product: C1OC=2C=C(CC=3NC(C4=C(N3)N(N=C4C)C(CCCC4=CC=CC=C4)C(C)O)=O)C=CC2O1 (6-(3,4-Methylenedioxy-benzyl)-1-[1-(1-hydroxy-ethyl)-4-phenyl-butyl)-3-methyl-1,5-dihydro-pyrazolo[3,4-d]pyrimidin-4-one). Yield: 29.3%. As a reaction SMILES: [NH2:1][C:2]1[N:6]([CH:7]([CH:17]([OH:19])[CH3:18])[CH2:8][CH2:9][CH2:10][C:11]2[CH:16]=[CH:15][CH:14]=[CH:13][CH:12]=2)[N:5]=[C:4]([CH3:20])[C:3]=1[C:21]([NH2:23])=[O:22].[CH2:24]1[O:32][C:31]2[CH:30]=[CH:29][C:28]([CH2:33][C:34](OC)=O)=[CH:27][C:26]=2[O:25]1.CC(C)([O-])C.[K+].C(=O)([O-])O.[Na+]>ClCCl>[CH2:24]1[O:32][C:31]2[CH:30]=[CH:29][C:28]([CH2:33][C:34]3[NH:23][C:21](=[O:22])[C:3]4[C:4]([CH3:20])=[N:5][N:6]([CH:7]([CH:17]([OH:19])[CH3:18])[CH2:8][CH2:9][CH2:10][C:11]5[CH:12]=[CH:13][CH:14]=[CH:15][CH:16]=5)[C:2]=4[N:1]=3)=[CH:27][C:26]=2[O:25]1 |f:2.3,4.5|. Procedure: 10 mg (0.037 mmol) of 5-amino-1-[1-(1-hydroxy-ethyl)-4-phenyl-butyl]-3-methyl-1H-pyrazole-4-carboxamide and 30 mg (0.129 mmol) of methyl 3,4-methylenedioxyphenylacetate are refluxed for 6 hours in 0.3 ml of a 0.5M ethanolic potassium tert-butoxide solution. After dichloromethane and saturated aqueous sodium hydrogen carbonate solution have been added, the phases are separated. Purification by chromatography gives 5 mg (31%) of a solid, Rf=0.44 (dichloromethane/methanol=15:1). Reactants: COC1=CC=C(N)C=C1 (4-methoxyaniline), C([O-])([O-])=O.[K+].[K+] (potassium carbonate), ClC1=C(C=NC2=CC=C(N=C12)OC)C(=O)OCC (ethyl 4-chloro-6-methoxy-1,5-naphthyridine-3-carboxylate), COC1=CC=C(N)C=C1 (4-methoxyaniline), C([O-])([O-])=O.[K+].[K+] (potassium carbonate). The solvent is C1CCOC1 (THF). Reaction conditions: time 7 hour. Yields the product COC=1N=C2C(=C(C=NC2=CC1)C(=O)OCC)NC1=CC=C(C=C1)OC (ethyl 6-methoxy-4-(4-methoxyanilino)-1,5-naphthyridine-3-carboxylate). Reaction SMILES: Cl[C:2]1[C:11]2[C:6](=[CH:7][CH:8]=[C:9]([O:12][CH3:13])[N:10]=2)[N:5]=[CH:4][C:3]=1[C:14]([O:16][CH2:17][CH3:18])=[O:15].[CH3:19][O:20][C:21]1[CH:27]=[CH:26][C:24]([NH2:25])=[CH:23][CH:22]=1.C(=O)([O-])[O-].[K+].[K+]>C1COCC1>[CH3:13][O:12][C:9]1[N:10]=[C:11]2[C:6](=[CH:7][CH:8]=1)[N:5]=[CH:4][C:3]([C:14]([O:16][CH2:17][CH3:18])=[O:15])=[C:2]2[NH:25][C:24]1[CH:26]=[CH:27][C:21]([O:20][CH3:19])=[CH:22][CH:23]=1 |f:2.3.4|. Procedure: A mixture of ethyl 4-chloro-6-methoxy-1,5-naphthyridine-3-carboxylate (1.68 g), 4-methoxyaniline (0.78 g), dry THF (50 ml) and anhydrous potassium carbonate (1.74 g) was stirred at ambient temperature for 7 hours. Further amounts of 4-methoxyaniline (0.4 g) and anhydrous potassium carbonate (0.9 g) were added and the mixture stirred at ambient temperature for 32 hours. The mixture was evaporated to dryness and the residue diluted with water (100 ml). The mixture was extracted into dichloromethan... Starting materials: C1(=CC=CC=C1)C1=NN2C(C=CC=C2)=C1C#CC(=O)O (3-(2-Phenylpyrazolo[1,5-a]pyridin-3-yl)propiolic acid), [OH-].[Na+] (sodium hydroxide), S(=O)(=O)(OC)OC (dimethyl sulfate). RXN SMILES: [C:1]1([C:7]2[C:15]([C:16]#[C:17][C:18]([OH:20])=[O:19])=[C:10]3[CH:11]=[CH:12][CH:13]=[CH:14][N:9]3[N:8]=2)[CH:6]=[CH:5][CH:4]=[CH:3][CH:2]=1.[OH-].[Na+].S(OC)(O[CH3:27])(=O)=O>C(O)C>[C:1]1([C:7]2[C:15]([C:16]#[C:17][C:18]([O:20][CH3:27])=[O:19])=[C:10]3[CH:11]=[CH:12][CH:13]=[CH:14][N:9]3[N:8]=2)[CH:2]=[CH:3][CH:4]=[CH:5][CH:6]=1 |f:1.2|. Reported procedure: 3-(2-Phenylpyrazolo[1,5-a]pyridin-3-yl)propiolic acid (10.33 g) was added to a mixture of sodium hydroxide (3.15 g) and 95% ethanol (103 g), and then dimethyl sulfate (4.97 g) was added to the mixture. The reaction mixture was heated at 60° to 80° C. for 3 hours and 20 minutes. Ethanol was evaporated in vacuo. Water was added to the residue and extracted with chloroform (50 ml×3). Combined extract was washed with a saturated aqueous solution of sodium chloride (50 ml), dried over magnesium sulfa... The product is C1(=CC=CC=C1)C1=NN2C(C=CC=C2)=C1C#CC(=O)OC (methyl 3-(2-phenylpyrazolo[1,5-a]pyridin-3-yl)propiolate). The solvent is C(C)O (ethanol). The yield is 48.2%. Reactants: [Mg] (Magnesium), BrC=1C=CC(=C(C1)OC)Cl (5-bromo-2-chloroanisole), C1CCOC1 (THF), C1CCOC1 (THF), II (I2), resultant mixture, C(=O)(OC(C)(C)C)N1C(CCCC1)=O (N-Boc-piperidone). Run at temperature 0 celsius, time 15 minute. The product is C(C)(C)(C)OC(=O)N1CCC(CC1)(O)C1=CC(=C(C=C1)Cl)OC (4-(4-Chloro-3-methoxy-phenyl)-4-hydroxy-piperidine-1-carboxylic acid tert-butyl ester). Reaction SMILES: [Mg].II.Br[C:5]1[CH:6]=[CH:7][C:8]([Cl:13])=[C:9]([O:11][CH3:12])[CH:10]=1.[C:14]([N:21]1[CH2:26][CH2:25][CH2:24][CH2:23][C:22]1=O)([O:16][C:17]([CH3:20])([CH3:19])[CH3:18])=[O:15].C1C[O:31]CC1>>[C:17]([O:16][C:14]([N:21]1[CH2:26][CH2:25][C:24]([C:5]2[CH:6]=[CH:7][C:8]([Cl:13])=[C:9]([O:11][CH3:12])[CH:10]=2)([OH:31])[CH2:23][CH2:22]1)=[O:15])([CH3:20])([CH3:19])[CH3:18]. Reported procedure: Magnesium turnings (2.60 g) in a flask were stirred vigorously under vacuum at room temperature for 12 h and then the flask was filled with nitrogen gas. THF (20 mL) was added followed by the addition of one crystal of I2. The mixture was cooled to 0° C. and a solution of 5-bromo-2-chloroanisole (6.64 g) in THF (100 mL) was added in a period 20 of 10 min. The mixture was warmed up to room temperature and stirred at room temperature for 15 min before it was heated to 45° C. for 2 h to provide a s...